Task: describe an organic reaction: reactants, conditions, products, and yield. Dataset: the Open Reaction Database (ORD), a public repository of structured organic reaction records Reactants: C(C[C@@](O)(C)CCO)(=O)[O-] (mevalonate), O=C[C@H](O)[C@@H](O)[C@@H](O)CO ((+)-L-arabinose), C(C[C@@](O)(C)CCO)(=O)[O-] (mevalonate). The solvent is C(C)(=O)OCC (ethyl acetate). Conditions: time 8 hour. Product: CC1(CCOC(=O)C1)O (mevalonolactone). As a reaction SMILES: [C:1]([O-:10])(=[O:9])[CH2:2][C@:3]([CH2:6][CH2:7]O)([CH3:5])[OH:4].O=C[C@@H]([C@H]([C@H](CO)O)O)O>C(OCC)(=O)C>[CH3:5][C:3]1([OH:4])[CH2:2][C:1](=[O:9])[O:10][CH2:7][CH2:6]1. Procedure details: GC-MS analysis for in vivo mevalonate production. As for screening the single mutation library, a single colony harboring pBADMevT (wild type tHMGR or its mutant variants) was inoculated into LB medium containing Cm50 and grown overnight at 37° C. An aliquot (50 μl) of this seed culture was inoculated into fresh LB medium (5 ml) containing Cm50 and 13.3 mM (+)-L-arabinose, and grown for 24 hours at 37° C. An aliquot of culture (560 μl) was mixed with 140 μl of 0.5 M HC1 to dehydrate the mevalona... Reactants: CN(C)C(=S)Cl, COC(=O)c1cc(C(C)(C)C)c(O)cc1C, [H-], [Na+], CN(C)C=O, O. The product is COC(=O)c1cc(C(C)(C)C)c(OC(=S)N(C)C)cc1C. Reaction SMILES: [CH3:19][N:20]([C:21](=[S:22])[Cl:23])[CH3:24].[CH3:1][O:2][C:3]([c:4]1[c:5]([CH3:15])[cH:6][c:7]([OH:14])[c:8]([C:10]([CH3:11])([CH3:12])[CH3:13])[cH:9]1)=[O:16].[H-:18].[Na+:17].[O:26]=[CH:27][N:28]([CH3:29])[CH3:30].[OH2:25]>>[CH3:1][O:2][C:3]([c:4]1[c:5]([CH3:15])[cH:6][c:7]([O:14][C:21]([N:20]([CH3:19])[CH3:24])=[S:22])[c:8]([C:10]([CH3:11])([CH3:12])[CH3:13])[cH:9]1)=[O:16].